This data is from the Open Reaction Database (ORD), a public repository of structured organic reaction records. The task is: describe an organic reaction: reactants, conditions, products, and yield The reactants are ice water, C1(=CC=CC=C1)SC (Thioanisole), FC1=CC=C(C=C1)CC(=O)O (4-fluorophenylacetic acid), Polyphosphoric acid. Reaction conditions: temperature 40 celsius, time 20 minute. Yields the product FC1=CC=C(C=C1)CC(=O)C1=CC=C(C=C1)SC (2-(4-fluorophenyl)-1-[4-(methylthio)phenyl]ethanone). RXN SMILES: [C:1]1([S:7][CH3:8])[CH:6]=[CH:5][CH:4]=[CH:3][CH:2]=1.[F:9][C:10]1[CH:15]=[CH:14][C:13]([CH2:16][C:17](O)=[O:18])=[CH:12][CH:11]=1>>[F:9][C:10]1[CH:15]=[CH:14][C:13]([CH2:16][C:17]([C:4]2[CH:5]=[CH:6][C:1]([S:7][CH3:8])=[CH:2][CH:3]=2)=[O:18])=[CH:12][CH:11]=1. Procedure details: Thioanisole (10.1 g, 81.5 mmol) and 4-fluorophenylacetic acid (10.0 g, 65 mmol) were combined in a round bottom 3-neck flask. Polyphosphoric acid (PPA) (160 g), warmed to 60° C., was added and the mixture was heated to 120°-125° C. under nitrogen with vigorous stirring for 20 minutes. Upon cooling to 40° C., ice water and ice were added with vigorous stirring. The temperature was kept below 85° C. during the quench and dissolution of PPA. After cooling to 25° C., the white solids were filtered o... Reactants: C(C1=CC=CC=C1)N1CC(OCC1)C1=CC=C(C=O)C=C1 (4-(4-benzyl-morpholin-2-yl)-benzaldehyde), [BH4-].[Na+] (NaBH4), O (water). The solvent is CO (MeOH). Reaction conditions: time 1 hour. Product: C(C1=CC=CC=C1)N1CC(OCC1)C1=CC=C(C=C1)CO ([4-(4-benzyl-morpholin-2-yl)-phenyl]-methanol). Isolated yield 96.8%. As a reaction SMILES: [CH2:1]([N:8]1[CH2:13][CH2:12][O:11][CH:10]([C:14]2[CH:21]=[CH:20][C:17]([CH:18]=[O:19])=[CH:16][CH:15]=2)[CH2:9]1)[C:2]1[CH:7]=[CH:6][CH:5]=[CH:4][CH:3]=1.[BH4-].[Na+].O>CO>[CH2:1]([N:8]1[CH2:13][CH2:12][O:11][CH:10]([C:14]2[CH:15]=[CH:16][C:17]([CH2:18][OH:19])=[CH:20][CH:21]=2)[CH2:9]1)[C:2]1[CH:3]=[CH:4][CH:5]=[CH:6][CH:7]=1 |f:1.2|. Procedure details: To a solution of 4-(4-benzyl-morpholin-2-yl)-benzaldehyde (1.19 g; 4.23 mmol) in MeOH (25 mL) was added NaBH4 (0.16 g; 4.23 mmol), in small portions, at 0° C. After the addition was complete the mixture was allowed to warm to RT and stirred for one hour. Subsequently, the mixture was cooled to 0° C., water was added, and the MeOH evaporated in vacuo. To the aqueous solution was added a 5% aqueous NaHCO3 solution and EtOAc. The layers were separated and the organic layer was dried (Na2SO4), filte... Reactants: diol, FC1=C(C(=C(C(=C1C1(C2=CC=CC=C2C(C=2C=CC=CC12)(O)C1=C(C(=C(C(=C1F)F)F)F)F)O)F)F)F)F (9,10-bis(pentafluorophenyl)-9,10-dihydro-9,10-anthracenediol), [I-].[K+] (potassium iodide), [PH2](=O)[O-].[Na+] (sodium hypophosphite). Run in C(C)(=O)O (acetic acid). Product: FC1=C(C(=C(C(=C1C=1C2=CC=CC=C2C(=C2C=CC=CC12)C1=C(C(=C(C(=C1F)F)F)F)F)F)F)F)F (9,10-bis(pentafluorophenyl)anthracene). The yield is 39.2%. As a reaction SMILES: [F:1][C:2]1[C:7]([C:8]2(O)[C:21]3[CH:20]=[CH:19][CH:18]=[CH:17][C:16]=3[C:15]([C:23]3[C:28]([F:29])=[C:27]([F:30])[C:26]([F:31])=[C:25]([F:32])[C:24]=3[F:33])(O)[C:14]3[C:9]2=[CH:10][CH:11]=[CH:12][CH:13]=3)=[C:6]([F:35])[C:5]([F:36])=[C:4]([F:37])[C:3]=1[F:38].[I-].[K+].[PH2]([O-])=O.[Na+]>C(O)(=O)C>[F:1][C:2]1[C:7]([C:8]2[C:9]3[C:14]([C:15]([C:23]4[C:24]([F:33])=[C:25]([F:32])[C:26]([F:31])=[C:27]([F:30])[C:28]=4[F:29])=[C:16]4[C:21]=2[CH:20]=[CH:19][CH:18]=[CH:17]4)=[CH:13][CH:12]=[CH:11][CH:10]=3)=[C:6]([F:35])[C:5]([F:36])=[C:4]([F:37])[C:3]=1[F:38] |f:1.2,3.4|. Procedure: The reduction of the diol was accomplished by taking 5.44 g of 9,10-bis(pentafluorophenyl)-9,10-dihydro-9,10-anthracenediol in 50 mL of acetic acid and refluxing it with 9 g of potassium iodide and 9 g of sodium hypophosphite for 4 hours. After cooling, white crystals were filtered off. The crude product was recrystallized using a 1:1 mixture of toluene and hexane to yield 2.00 g of 9,10-bis(pentafluorophenyl)anthracene with a melting point of 337-338° C. Starting materials: C([O-])(O)=O.[Na+] (sodium bicarbonate), NC=1C2=C(N=CN1)N(C=C2C2=CC=C(OC1=C(C=O)C=CC=C1)C=C2)C2COCC2 (2-[4-(4-amino-7-(3-tetrahydrofuryl)-7H-pyrrolo[2,3-d)pyrimidin-5-yl)phenoxy]benzaldehyde), N1CCOCC1 (morpholine), C(C)(=O)O[BH-](OC(C)=O)OC(C)=O.[Na+] (sodium triacetoxyborohydride). Conditions: time 18 hour. Yields the product O1CCN(CC1)CC1=C(OC2=CC=C(C=C2)C2=CN(C=3N=CN=C(C32)N)C3COCC3)C=CC=C1 (5-[4-(2-morpholinomethylphenoxy)phenyl] -7-(3-tetrahydrofuryl)-7H-pyrrolo[2,3-d]pyrimidin-4-ylamine). Procedure details: A mixture of 2-[4-(4-amino-7-(3-tetrahydrofuryl)-7H-pyrrolo[2,3-d)pyrimidin-5-yl)phenoxy]benzaldehyde (0.15 g), morpholine (64 mg), sodium triacetoxyborohydride (117 mg) and 1,2 dichloroethane (5 ml) was stirred at ambient temperature for 18 hours. Saturated aqueous sodium bicarbonate solution was added and the mixture was filtered through an EMPORE® cartridge. The filtrate was evaporated and the residue was dissolved in dichloromethane (5 ml) and then tris(2-aminoethyl)amine-polymer bound (0.3 ... The solvent is ClCCCl (1,2 dichloroethane). RXN SMILES: [NH2:1][C:2]1[C:3]2[C:10]([C:11]3[CH:25]=[CH:24][C:14]([O:15][C:16]4[CH:23]=[CH:22][CH:21]=[CH:20][C:17]=4[CH:18]=O)=[CH:13][CH:12]=3)=[CH:9][N:8]([CH:26]3[CH2:30][CH2:29][O:28][CH2:27]3)[C:4]=2[N:5]=[CH:6][N:7]=1.[NH:31]1[CH2:36][CH2:35][O:34][CH2:33][CH2:32]1.C(O[BH-](OC(=O)C)OC(=O)C)(=O)C.[Na+].C(=O)(O)[O-].[Na+]>ClCCCl>[O:34]1[CH2:35][CH2:36][N:31]([CH2:18][C:17]2[CH:20]=[CH:21][CH:22]=[CH:23][C:16]=2[O:15][C:14]2[CH:13]=[CH:12][C:11]([C:10]3[C:3]4[C:2]([NH2:1])=[N:7][CH:6]=[N:5][C:4]=4[N:8]([CH:26]4[CH2:30][CH2:29][O:28][CH2:27]4)[CH:9]=3)=[CH:25][CH:24]=2)[CH2:32][CH2:33]1 |f:2.3,4.5|.